Dataset: the Open Reaction Database (ORD), a public repository of structured organic reaction records. Task: describe an organic reaction: reactants, conditions, products, and yield The reactants are OCC(F)(F)C(F)F, O=S(=O)(OS(=O)(=O)C(F)(F)F)C(F)(F)F, O. Product: O=S(=O)(OCC(F)(F)C(F)F)C(F)(F)F. Reaction SMILES: [F:16][C:17]([CH2:18][OH:19])([CH:20]([F:21])[F:22])[F:23].[F:1][C:2]([S:3](=[O:4])(=[O:5])[O:8][S:9](=[O:10])(=[O:11])[C:12]([F:13])([F:14])[F:15])([F:6])[F:7].[OH2:24]>>[O:8]([S:9](=[O:10])(=[O:11])[C:12]([F:13])([F:14])[F:15])[CH2:18][C:17]([F:16])([CH:20]([F:21])[F:22])[F:23]. Reaction SMILES: [C:1]([NH:11][S:12]([NH:15][CH:16]([CH2:20][CH2:21][CH3:22])[C:17]([OH:19])=[O:18])(=[O:14])=[O:13])([O:3][CH2:4][C:5]1[CH:10]=[CH:9][CH:8]=[CH:7][CH:6]=1)=[O:2].[CH3:23]O>[Pd]>[CH3:23][O:18][C:17](=[O:19])[CH:16]([NH:15][S:12]([NH:11][C:1]([O:3][CH2:4][C:5]1[CH:6]=[CH:7][CH:8]=[CH:9][CH:10]=1)=[O:2])(=[O:14])=[O:13])[CH2:20][CH2:21][CH3:22]. The product is COC(C(CCC)NS(=O)(=O)NC(=O)OCC1=CC=CC=C1)=O (2-(N-carbobenzyloxyaminosulfonyl) aminopentanoic acid methyl ester). Isolated yield 90.0%. Conditions: time 2 hour. Starting materials: C(=O)(OCC1=CC=CC=C1)NS(=O)(=O)NC(C(=O)O)CCC (2-(N-carbobenzyloxyaminosulfonyl)aminopentanoic acid), CO (methanol). Reported procedure: A mixture of 2-(N-carbobenzyloxyaminosulfonyl)aminopentanoic acid (46.7 g) , methanol (350 mL) and 10% palladium on carbon (3.0 g) was hydrogenated at 55 psi for about 2 hours. The catalyst was removed by filtration through CELITE®, the solvent was removed in vacuo and the residue was purified by column chromatography on silica eluting with 50% ethyl acetate/hexane to afford 25.6 g (90%) of 2-(aminosulfonylamino) pentanoic acid methyl ester (Formula XIV: R=CH3 ; R1 =H; R2 =propyl; R3 =H), m.p. 6... The reagents and catalysts are [Pd] (palladium on carbon). The reactants are CCOC(=O)C(F)(F)Br, [H-], Nc1ccc(F)cc1O, [Na+], C1CCOC1. The product is O=C(Nc1ccc(F)cc1O)C(F)(F)Br. Reaction SMILES: [Br:12][C:13]([C:14](=[O:15])[O:16][CH2:17][CH3:18])([F:19])[F:20].[H-:10].[NH2:1][c:2]1[c:3]([OH:9])[cH:4][c:5]([F:8])[cH:6][cH:7]1.[Na+:11].[O:21]1[CH2:22][CH2:23][CH2:24][CH2:25]1>>[NH:1]([c:2]1[c:3]([OH:9])[cH:4][c:5]([F:8])[cH:6][cH:7]1)[C:14]([C:13]([Br:12])([F:19])[F:20])=[O:15]. Starting materials: Cl (Hydrochloric acid), crude product, COC(N[C@@H]1CC2=CC=C(C=C2C1)Br)=O ((R)-(5-bromo-indan-2-yl)-carbamic acid methyl ester), C(C1=CC=CC=C1)(C1=CC=CC=C1)=N (benzophenone imine), C1(=CC=CC=C1)P(C1=C(C2=CC=CC=C2C=C1)C1=C(C=CC2=CC=CC=C12)P(C1=CC=CC=C1)C1=CC=CC=C1)C1=CC=CC=C1 ((±)-2,2′-bis(diphenylphosphino)-1,1′-binaphthyl), C[O-].[Na+] (sodium methoxide), tris(dibenzylideneacetone)dipaladium(0). Solvent: O (Water). Reaction conditions: temperature 72.5 celsius. The product is solution, Cl.COC(N[C@@H]1CC2=CC=C(C=C2C1)N)=O ((R)-(5-amino-indan-2-yl)-carbamic acid methyl ester hydrochloride). Reaction SMILES: [CH3:1][O:2][C:3](=[O:15])[NH:4][C@H:5]1[CH2:13][C:12]2[C:7](=[CH:8][CH:9]=[C:10](Br)[CH:11]=2)[CH2:6]1.C(=[NH:29])(C1C=CC=CC=1)C1C=CC=CC=1.C1(P(C2C=CC=CC=2)C2C=CC3C(=CC=CC=3)C=2C2C3C(=CC=CC=3)C=CC=2P(C2C=CC=CC=2)C2C=CC=CC=2)C=CC=CC=1.C[O-].[Na+].[ClH:79]>O>[ClH:79].[CH3:1][O:2][C:3](=[O:15])[NH:4][C@H:5]1[CH2:13][C:12]2[C:7](=[CH:8][CH:9]=[C:10]([NH2:29])[CH:11]=2)[CH2:6]1 |f:3.4,7.8|. Reported procedure: A mixture of 94.55 g of (R)-(5-bromo-indan-2-yl)-carbamic acid methyl ester, 69.78 g of benzophenone imine, 2.32 g of (±)-2,2′-bis(diphenylphosphino)-1,1′-binaphthyl, 26.47 g of sodium methoxide, and 1.60 g of tris(dibenzylideneacetone)dipaladium(0) in 875 mL of deoxygenated and dry toluene is stirred under nitrogen and heated to an internal temperature of 70-75° C. over a period of 15 minutes. The mixture is stirred at this temperature for 16 hours, and cooled to 30-35° C. over a period of 30 m... Reactants: CCOC(=O)CC#N, Cc1cc([N+](=O)[O-])ccc1F, CS(C)=O, Cl, [H-], [Na+]. As a reaction SMILES: [C:3](#[N:4])[CH2:5][C:6](=[O:7])[O:8][CH2:9][CH3:10].[CH3:11][c:12]1[c:13]([F:21])[cH:14][cH:15][c:16]([N+:18](=[O:19])[O-:20])[cH:17]1.[CH3:23][S:24](=[O:25])[CH3:26].[ClH:22].[H-:1].[Na+:2]>>[C:3](#[N:4])[CH:5]([C:6](=[O:7])[O:8][CH2:9][CH3:10])[c:13]1[c:12]([CH3:11])[cH:17][c:16]([N+:18](=[O:19])[O-:20])[cH:15][cH:14]1. Yields the product CCOC(=O)C(C#N)c1ccc([N+](=O)[O-])cc1C. Starting materials: Nc1ccc2ncnc(Nc3cccc(Br)c3)c2c1, CC(C)=CC(=O)Cl, c1ccncc1. Yields the product CC(C)=CC(=O)Nc1ccc2ncnc(Nc3cccc(Br)c3)c2c1. As a reaction SMILES: [Br:1][c:2]1[cH:3][c:4]([NH:8][c:9]2[n:10][cH:11][n:12][c:13]3[cH:14][cH:15][c:16]([NH2:19])[cH:17][c:18]23)[cH:5][cH:6][cH:7]1.[CH3:20][C:21](=[CH:22][C:23](=[O:24])[Cl:25])[CH3:26].[cH:27]1[cH:28][cH:29][n:30][cH:31][cH:32]1>>[Br:1][c:2]1[cH:3][c:4]([NH:8][c:9]2[n:10][cH:11][n:12][c:13]3[cH:14][cH:15][c:16]([NH:19][C:23]([CH:22]=[C:21]([CH3:20])[CH3:26])=[O:24])[cH:17][c:18]23)[cH:5][cH:6][cH:7]1. Starting materials: ClCC(CCCCC(=O)OC)=O (methyl 7-chloro-6-oxoheptanoate), FC(CNC(=N)NC(=S)N)(F)F (2,2,2-trifluoroethylamidinothiourea). Run in CCO (EtOH), CCO (EtOH). Product: FC(CN=C(NC=1SC=C(N1)CCCCC(=O)OC)N)(F)F (methyl 5-[2-(2-[2,2,2-trifluoroethyl]guanidino)thiazol-4-yl]valerate). Reaction SMILES: Cl[CH2:2][C:3](=O)[CH2:4][CH2:5][CH2:6][CH2:7][C:8]([O:10][CH3:11])=[O:9].[F:13][C:14]([F:24])([F:23])[CH2:15][NH:16][C:17]([NH:19][C:20]([NH2:22])=[S:21])=[NH:18]>CCO>[F:24][C:14]([F:13])([F:23])[CH2:15][N:16]=[C:17]([NH2:18])[NH:19][C:20]1[S:21][CH:2]=[C:3]([CH2:4][CH2:5][CH2:6][CH2:7][C:8]([O:10][CH3:11])=[O:9])[N:22]=1. Procedure details: To a solution of methyl 7-chloro-6-oxoheptanoate (2.0 g.) in hot EtOH (20 ml.) was added a solution of 2,2,2-trifluoroethylamidinothiourea (2.1 g.) in hot EtOH (20 ml.). The resulting mixture was heated under reflux for 1 hour. The mixture was then evaporated to dryness and the residue partitioned between ether (20 ml.) and water (60 ml.). The aqueous layer was separated and basified with sodium bicarbonate and extracted with EtOAc. The EtOAc solution was evaporated to dryness and the residue cr... The reactants are Cl[Sn]Cl (SnCl2), [OH-].[Na+] (NaOH), Cl (HCl), [N+](=O)([O-])C1=CC2=C(N=CS2)C=C1 (6-nitrobenzothiazole). Run at temperature 25 celsius, time 1 hour. The product is NC1=CC2=C(N=CS2)C=C1 (6-Aminobenzothiazole). Yield: 94.1%. Reaction SMILES: Cl[Sn]Cl.Cl.[N+:5]([C:8]1[CH:16]=[CH:15][C:11]2[N:12]=[CH:13][S:14][C:10]=2[CH:9]=1)([O-])=O.[OH-].[Na+]>>[NH2:5][C:8]1[CH:16]=[CH:15][C:11]2[N:12]=[CH:13][S:14][C:10]=2[CH:9]=1 |f:3.4|. Procedure details: To a solution of SnCl2 (1.5 g, 1.9 mmol) and 5 mL of con.HCl was added 6-nitrobenzothiazole (0.60 g, 3.4 mmol) in a portion and resulting reaction mixture was stirred for 1 h at 25° C. The reaction mixture was basified with aqueous NaOH and extracted with EtOAc. Combined organic layers were dried over Na2SO4 and concentrated in vacuo, yielding an oil (0.47 g, 3.2 mmol, 96%) which was identified as the amine (>95%) and subjected to the following reaction without further purification.